The task is: describe an organic reaction: reactants, conditions, products, and yield. This data is from the Open Reaction Database (ORD), a public repository of structured organic reaction records. Starting materials: COC([C@@H](CNC(C1=CC=C(C=C1)CN(C(=O)N[C@@H](C)C1=CC=C(C=C1)Cl)C1=CC=C(C=C1)C1CCCCC1)=O)O)=O (3-{4-[3-[1(S)-(4-Chlorophenyl)ethyl]-1-(4-cyclohexylphenyl)ureidomethyl]benzoylamino}-2(R)-hydroxypropionic acid methyl ester), Cl (hydrochloric acid). Run in C1CCOC1 (THF), CO (methanol), [OH-].[Na+] (sodium hydroxide). Run at time 2 hour. The product is ClC1=CC=C(C=C1)[C@H](C)NC(N(C1=CC=C(C=C1)C1CCCCC1)CC1=CC=C(C(=O)NC[C@H](C(=O)O)O)C=C1)=O (3-{4-[3-[1(S)-(4-Chlorophenyl)ethyl]-1-(4-cyclohexylphenyl)ureidomethyl ]benzoylamino}-2(R)-hydroxypropionic acid). Reaction SMILES: C[O:2][C:3](=[O:42])[C@H:4]([OH:41])[CH2:5][NH:6][C:7](=[O:40])[C:8]1[CH:13]=[CH:12][C:11]([CH2:14][N:15]([C:28]2[CH:33]=[CH:32][C:31]([CH:34]3[CH2:39][CH2:38][CH2:37][CH2:36][CH2:35]3)=[CH:30][CH:29]=2)[C:16]([NH:18][C@H:19]([C:21]2[CH:26]=[CH:25][C:24]([Cl:27])=[CH:23][CH:22]=2)[CH3:20])=[O:17])=[CH:10][CH:9]=1.Cl>C1COCC1.CO.[OH-].[Na+]>[Cl:27][C:24]1[CH:23]=[CH:22][C:21]([C@@H:19]([NH:18][C:16](=[O:17])[N:15]([CH2:14][C:11]2[CH:10]=[CH:9][C:8]([C:7]([NH:6][CH2:5][C@@H:4]([OH:41])[C:3]([OH:42])=[O:2])=[O:40])=[CH:13][CH:12]=2)[C:28]2[CH:29]=[CH:30][C:31]([CH:34]3[CH2:35][CH2:36][CH2:37][CH2:38][CH2:39]3)=[CH:32][CH:33]=2)[CH3:20])=[CH:26][CH:25]=1 |f:4.5|. Procedure details: 3-{4-[3-[1(S)-(4-Chlorophenyl)ethyl]-1-(4-cyclohexylphenyl)ureidomethyl]benzoylamino}-2(R)-hydroxypropionic acid methyl ester (280 mg, 0.473 mmol) was dissolved in a mixture of THF (2.5 mL) and methanol (2.5 mL) and 4 N aqueous sodium hydroxide (0.355 mL) was added. The reaction mixture was stirred at room temperature for 2 hours. The pH was adjusted to 3.0 by addition of 1 N hydrochloric acid. Solvent was removed by rotary evaporation in vacuo and the residue re-dissolved in ethyl acetate (10 m... Reactants: CCOC(=O)c1ccc(Oc2ccccn2)cc1, CCO, [Na+], [OH-]. Yields the product O=C(O)c1ccc(Oc2ccccn2)cc1. Reaction SMILES: [CH2:1]([CH3:2])[O:3][C:4](=[O:5])[c:6]1[cH:7][cH:8][c:9]([O:10][c:11]2[n:12][cH:13][cH:14][cH:15][cH:16]2)[cH:17][cH:18]1.[CH3:21][CH2:22][OH:23].[Na+:20].[OH-:19]>>[O:3]=[C:4]([OH:5])[c:6]1[cH:7][cH:8][c:9]([O:10][c:11]2[n:12][cH:13][cH:14][cH:15][cH:16]2)[cH:17][cH:18]1. The reactants are F[C@H]1C[C@H](CC1)N1C(CN(CC1)C(=O)OCC1=CC=CC=C1)=O (cis Benzyl 4-[3-fluorocyclopentyl]-3-oxopiperazine-1-carboxylate), Cl (HCl), Cl (HCl). The reagents and catalysts are [Pd] (Pd/C), [Pd] (Pd/C). Run in CO (MeOH). Run at time 2 hour. Product: [Cl-].FC1CC(CC1)N1C(C[NH2+]CC1)=O (4-[3-Fluorocyclopentyl]-3-oxopiperazin-1-ium chloride). As a reaction SMILES: [F:1][C@@H:2]1[CH2:6][CH2:5][C@H:4]([N:7]2[CH2:12][CH2:11][N:10](C(OCC3C=CC=CC=3)=O)[CH2:9][C:8]2=[O:23])[CH2:3]1.[ClH:24]>CO.[Pd]>[Cl-:24].[F:1][CH:2]1[CH2:6][CH2:5][CH:4]([N:7]2[CH2:12][CH2:11][NH2+:10][CH2:9][C:8]2=[O:23])[CH2:3]1 |f:4.5|. Procedure details: A stirred solution of NN2 (1 eq) and Pd/C (10% w/w, 0.3 eq) in MeOH (0.1 M) was hydrogenated under an H2 in presence of 6 M HCl (1 eq). After 16 h the catalyst was filtered off and volatiles were removed under reduced pressure. The resulting crude was again dissolved in MeOH (0.1 M) and new Pd/C catalyst (10% w/w, 0.3 eq) and 6 M HCl (1 eq) was added, and the reaction was hydrogenated for further 2 h. Then the catalyst was filtered off and volatiles evaporated, the resulting crude was used as su... Reactants: ClC1=C2C(=NC=C1)C=C(S2)C=2N=CN(C2)CC(=O)OCC (Ethyl 2-(4-(7-chlorothieno[3,2-b]pyridin-2-yl)-1H-imidazol-1-yl)acetate), FC1=C(C=CC(=C1)[N+](=O)[O-])O (2-fluoro-4-nitrophenol), C(=O)([O-])[O-].[K+].[K+] (K2CO3). Solvent: C1(=CC=CC=C1)OC1=CC=CC=C1 (diphenyl ether), ClCCl (dichloromethane). Reaction conditions: temperature 185 celsius, time 3 hour. The product is ethyl acetate hexanes, FC1=C(OC2=C3C(=NC=C2)C=C(S3)C=3N=CN(C3)CC(=O)OCC)C=CC(=C1)[N+](=O)[O-] (Ethyl 2-(4-(7-(2-fluoro-4-nitrophenoxy)thieno[3,2-b]pyridin-2-yl)-1H-imidazol-1-yl)acetate). The yield is 67.9%. Reaction SMILES: Cl[C:2]1[CH:7]=[CH:6][N:5]=[C:4]2[CH:8]=[C:9]([C:11]3[N:12]=[CH:13][N:14]([CH2:16][C:17]([O:19][CH2:20][CH3:21])=[O:18])[CH:15]=3)[S:10][C:3]=12.[F:22][C:23]1[CH:28]=[C:27]([N+:29]([O-:31])=[O:30])[CH:26]=[CH:25][C:24]=1[OH:32].C([O-])([O-])=O.[K+].[K+]>C1(OC2C=CC=CC=2)C=CC=CC=1.ClCCl>[F:22][C:23]1[CH:28]=[C:27]([N+:29]([O-:31])=[O:30])[CH:26]=[CH:25][C:24]=1[O:32][C:2]1[CH:7]=[CH:6][N:5]=[C:4]2[CH:8]=[C:9]([C:11]3[N:12]=[CH:13][N:14]([CH2:16][C:17]([O:19][CH2:20][CH3:21])=[O:18])[CH:15]=3)[S:10][C:3]=12 |f:2.3.4|. Reported procedure: A suspension of 373 (1.05 g, 3.26 mmol), 2-fluoro-4-nitrophenol (1.10 g, 7.00 mmol), and K2CO3 (2.0 g, 15 mmol) in diphenyl ether (10 mL) was heated with stirring to 185° C. for 3 h. The mixture was cooled, diluted with dichloromethane, filtered, and the filtrate was concentrated. Silica gel chromatography (75% ethyl acetate/hexanes) of the residue provided 374 (0.98 g, 68% yield). 1H NMR (400 MHz, CD3OD) δ (ppm): 8.52 (d, J=5.3, 1H); 8.46 (dd, J=10.4, 2.5, 1H); 8.20-8.17 (m, 1H); 7.89 (d, J=1.2...